This data is from the Open Reaction Database (ORD), a public repository of structured organic reaction records. The task is: describe an organic reaction: reactants, conditions, products, and yield The reactants are CCOC(C)OCc1ccccc1C(=O)c1cc(C)on1, CON, CO, Cl. The product is CCOC(C)OCc1ccccc1C(=NOC)c1cc(C)on1. Reaction SMILES: [CH3:1][c:2]1[cH:3][c:4]([C:7](=[O:8])[c:9]2[c:10]([CH2:15][O:16][CH:17]([CH3:18])[O:19][CH2:20][CH3:21])[cH:11][cH:12][cH:13][cH:14]2)[n:5][o:6]1.[CH3:23][O:24][NH2:25].[CH3:26][OH:27].[ClH:22]>>[CH3:1][c:2]1[cH:3][c:4]([C:7]([c:9]2[c:10]([CH2:15][O:16][CH:17]([CH3:18])[O:19][CH2:20][CH3:21])[cH:11][cH:12][cH:13][cH:14]2)=[N:25][O:24][CH3:23])[n:5][o:6]1. Starting materials: C(=O)=O (carbon dioxide), [Cl-].[NH4+] (ammonium chloride), C12(CC3CC(CC(C1)C3)C2)C2=C(O[Si](C)(C)C(C)(C)C)C=CC(=C2)Br ((2-adamantan-1-yl-4-bromo-phenoxy)-tert-butyl-dimethylsilane), solution, C(CCC)[Li] (n-butyl-lithium), Cl (hydrochloric acid). Run in O1CCCC1 (tetrahydrofuran), CCCCCC (hexane). Reaction conditions: temperature -78 celsius, time 1.5 hour. Product: C12(CC3CC(CC(C1)C3)C2)C=2C=C(C(=O)O)C=CC2O[Si](C)(C)C(C)(C)C (3-adamantan-1-yl-4-(tert-butyl-dimethyl-silanyloxy)-benzoic acid). As a reaction SMILES: [C:1]12([C:11]3[CH:24]=[C:23](Br)[CH:22]=[CH:21][C:12]=3[O:13][Si:14]([C:17]([CH3:20])([CH3:19])[CH3:18])([CH3:16])[CH3:15])[CH2:10][CH:5]3[CH2:6][CH:7]([CH2:9][CH:3]([CH2:4]3)[CH2:2]1)[CH2:8]2.C([Li])CCC.[C:31](=[O:33])=[O:32].[Cl-].[NH4+].Cl>O1CCCC1.CCCCCC>[C:1]12([C:11]3[CH:24]=[C:23]([CH:22]=[CH:21][C:12]=3[O:13][Si:14]([C:17]([CH3:20])([CH3:19])[CH3:18])([CH3:16])[CH3:15])[C:31]([OH:33])=[O:32])[CH2:10][CH:5]3[CH2:6][CH:7]([CH2:9][CH:3]([CH2:4]3)[CH2:2]1)[CH2:8]2 |f:3.4|. Reported procedure: 9.3 g of (2-adamantan-1-yl-4-bromo-phenoxy)-tert-butyl-dimethylsilane were dissolved in 120 ml of absolute tetrahydrofuran and treated dropwise at -78° C. with 15.5 ml of a 1.6 molar solution of n-butyl-lithium in hexane. After stirring at -78° C. for 1.5 hours, a vigorous stream of carbon dioxide was introduced for one hour. Subsequently, the reaction mixture was firstly poured into ice-cold, saturated, aqueous ammonium chloride solution, acidified cautiously to pH 3 with cold 2N hydrochloric a... The reactants are C1=CC=CC2=C1C1=C(CCC2)C(=O)OC1=O (6,7-dihydro-5H-benzocycloheptene-8,9-dicarboxylic acid anhydride), CC(CO)(CN)C (2,2-dimethyl-3-aminopropanol), O (water). Run in C1(=CC=CC=C1)C (toluene). Product: OCC(CN=C(O)C=1CCCC2=C(C1C(=O)O)C=CC=C2)(C)C (N-(3'-Hydroxy-2',2'-dimethylpropyl)-6,7-dihydro-5H-benzocycloheptene-8,9-dicarboxylic acid imide). Reaction SMILES: [CH:1]1[C:6]2[C:7]3[C:15](=[O:16])[O:14][C:12](=[O:13])[C:8]=3[CH2:9][CH2:10][CH2:11][C:5]=2[CH:4]=[CH:3][CH:2]=1.[CH3:17][C:18]([CH3:23])([CH2:21][NH2:22])[CH2:19][OH:20].O>C1(C)C=CC=CC=1>[OH:20][CH2:19][C:18]([CH3:23])([CH3:17])[CH2:21][N:22]=[C:12]([C:8]1[CH2:9][CH2:10][CH2:11][C:5]2[CH:4]=[CH:3][CH:2]=[CH:1][C:6]=2[C:7]=1[C:15]([OH:14])=[O:16])[OH:13]. Reported procedure: 21.4 g (0.1 mol) of 6,7-dihydro-5H-benzocycloheptene-8,9-dicarboxylic acid anhydride and 10.3 g (0.1 mol) of 2,2-dimethyl-3-aminopropanol are dissolved in 60 ml of toluene and the solution is refluxed for 1 hour, the water formed being separated off by means of a water separator downstream of the reaction vessel. After cooling to room temperature, the crystals which have precipitated out are filtered off. This yields 28.9 g (96.6% of theory) of N-(3'-hydroxy-2',2'-dimethylpropyl)-6,7-dihydro-5H-... Starting materials: CO, O, COc1ccc(C=CC(=O)O)cc1O. Product: COc1ccc(CCC(=O)O)cc1O. Reaction SMILES: [CH3:15][OH:16].[OH2:17].[OH:1][c:2]1[cH:3][c:4]([CH:5]=[CH:6][C:7](=[O:8])[OH:9])[cH:10][cH:11][c:12]1[O:13][CH3:14]>>[OH:1][c:2]1[cH:3][c:4]([CH2:5][CH2:6][C:7](=[O:8])[OH:9])[cH:10][cH:11][c:12]1[O:13][CH3:14]. Starting materials: C(CC)C12COC(OC1)(OC2)C2CN(CCC2)C(=O)OCC2=CC=CC=C2 (benzyl 3-(4-n-propyl-2,6,7-trioxabicyclo[2.2.2]oct-1-yl)piperidine-1-carboxylate). The reagents and catalysts are [Pd] (palladium on carbon). The solvent is O1CCCC1 (tetrahydrofuran). Yields the product C(CC)C12COC(OC1)(OC2)C2CNCCC2 (3-(4-n-Propyl-2,6,7-trioxabicyclo[2.2.2]oct-1-yl)piperidine). Isolated yield 73.3%. RXN SMILES: [CH2:1]([C:4]12[CH2:11][O:10][C:7]([CH:12]3[CH2:17][CH2:16][CH2:15][N:14](C(OCC4C=CC=CC=4)=O)[CH2:13]3)([O:8][CH2:9]1)[O:6][CH2:5]2)[CH2:2][CH3:3]>O1CCCC1.[Pd]>[CH2:1]([C:4]12[CH2:5][O:6][C:7]([CH:12]3[CH2:17][CH2:16][CH2:15][NH:14][CH2:13]3)([O:8][CH2:9]1)[O:10][CH2:11]2)[CH2:2][CH3:3]. Procedure: To a solution of benzyl 3-(4-n-propyl-2,6,7-trioxabicyclo[2.2.2]oct-1-yl)piperidine-1-carboxylate (7.0 g.) in dry tetrahydrofuran (100 ml) under nitrogen, was added 5% palladium on carbon (0.63 g.) and the system was hydrogenated at atmospheric pressure. When the theoretical volume uptake (450 ml) had been achieved the system was purged with nitrogen and the mixture was filtered through celite. The solution was evaporated in vacuo. The resulting solid was recrystallised from hexane. 3-(4-n-Propy...